From a dataset of the Open Reaction Database (ORD), a public repository of structured organic reaction records. describe an organic reaction: reactants, conditions, products, and yield Reactants: solution, C[Li] (methyl lithium), CCOCC (Et2O), [OH-].[NH4+] (ammonium hydroxide), C(#N)C1=NC=CC=C1 (2-cyanopyridine), [Cl-].[Ce+3].[Cl-].[Cl-] (cerium (III) chloride), C1CCOC1 (THF), C(=O)=O (dry-ice), C1CCOC1 (THF), C(=O)=O (dry-ice). Run at temperature -76 celsius, time 30 minute. The product is CC(C)(C1=NC=CC=C1)N (1-methyl-1-pyridin-2-yl-ethylamine). As a reaction SMILES: [Cl-].[Ce+3].[Cl-].[Cl-].C[Li].CCO[CH2:10][CH3:11].C(C1C=[CH:18][CH:17]=[CH:16][N:15]=1)#N.C(=O)=O.[OH-].[NH4+:24].[CH2:25]1[CH2:29]OC[CH2:26]1>>[CH3:26][C:25]([NH2:24])([C:11]1[CH:10]=[CH:18][CH:17]=[CH:16][N:15]=1)[CH3:29] |f:0.1.2.3,8.9|. Procedure details: Add THF (240 mL) to anhydrous cerium (III) chloride (35 g, 144 mmol) and stir the slurry under nitrogen for 30 minutes. Cool the mixture to −76° C. in a dry-ice acetone bath. Add a 1.6 M solution of methyl lithium in Et2O (90 mL, 144 mmol) dropwise maintaining the internal reaction temperature below −60° C. Stir for 30 minutes after the addition is complete, cool the reaction to −76° C., then add 2-cyanopyridine (5 g, 48 mmol) as a solution in THF (20 mL) controlling the addition to keep the rea...